Dataset: the Open Reaction Database (ORD), a public repository of structured organic reaction records. Task: describe an organic reaction: reactants, conditions, products, and yield The reactants are COC(C1=C(C(=CC(=C1)F)[N+](=O)[O-])CN=[N+]=[N-])=O (2-(azidomethyl)-5-fluoro-3-nitrobenzoic acid methyl ester), C(C)(=O)O (acetic acid). The reagents and catalysts are [Pd] (Pd/C). Run in C(C)O (ethanol). Reaction conditions: time 8 hour. Product: NC1=C2CNC(C2=CC(=C1)F)=O (4-Amino-6-fluoro-2,3-dihydroisoindol-1-one). Reaction SMILES: C[O:2][C:3](=O)[C:4]1[CH:9]=[C:8]([F:10])[CH:7]=[C:6]([N+:11]([O-])=O)[C:5]=1[CH2:14][N:15]=[N+]=[N-].C(O)(=O)C>C(O)C.[Pd]>[NH2:11][C:6]1[CH:7]=[C:8]([F:10])[CH:9]=[C:4]2[C:5]=1[CH2:14][NH:15][C:3]2=[O:2]. Reported procedure: 1.86 g (7.32 mmol) of 2-(azidomethyl)-5-fluoro-3-nitrobenzoic acid methyl ester is added in 46 ml of ethanol and 3.4 ml of glacial acetic acid and mixed with 256.6 mg of Pd/C. After stirring overnight at room temperature under a hydrogen atmosphere, the catalyst is suctioned off via a glass fiber filter, and the filtrate is evaporated to the dry state. The residue, 1.18 mg (97.5%) of the desired compound, is further incorporated in crude form. The reactants are C(C)(C)(C)[Li] (tert-Butyllithium), BrC1=CC2=CC=CC=C2C=C1 (2-bromonaphthalene), solution, C[Sn](C)(C)Cl (trimethyltin chloride), O1CCOCC1 (dioxane), [NH4+].[OH-] (NH4OH). The solvent is C(C)OCC (diethyl ether), C(C)OCC (diethyl ether). Reaction conditions: time 15 minute. Product: C1(=CC=CC2=CC=CC=C12)[Sn](C)(C)C (napthyltrimethyl stannane). Yield: 95.6%. Reaction SMILES: C([Li])(C)(C)C.Br[C:7]1[CH:16]=[CH:15][C:14]2[C:9](=[CH:10][CH:11]=[CH:12][CH:13]=2)[CH:8]=1.[CH3:17][Sn:18](Cl)([CH3:20])[CH3:19].O1CCOCC1.[NH4+].[OH-]>C(OCC)C>[C:8]1([Sn:18]([CH3:20])([CH3:19])[CH3:17])[C:9]2[C:14](=[CH:13][CH:12]=[CH:11][CH:10]=2)[CH:15]=[CH:16][CH:7]=1 |f:4.5|. Procedure: tert-Butyllithium (12.5 ml, 21.25 mmol, 1.7M in pentane) is added dropwise to a stirred solution of 2-bromonaphthalene (2 g, 9.66 mmol) in anhydrous diethyl ether (40 ml) under argon at -78° C. The solution is stirred for 15 min and then treated with a 2.71M solution of trimethyltin chloride in dioxane (4.63 ml, 12.55 mmol). The heterogeneous mixture is warmed to room temperature, diluted with diethyl ether (150 ml) and treated with 10% NH4OH solution (90 ml) for 5 minutes. The two phases are se... Starting materials: ClC1=C2C=CC=CC2=C(C2=CC=CC=C12)C=O (10-chloro-9-anthraldehyde), N1C=NC=C1 (imidazole), [OH-].[Na+] (NaOH). The solvent is CN(C)C=O (DMF). Run at time 30 minute. Product: N1(C=NC=C1)C1=C2C=CC=CC2=C(C2=CC=CC=C12)C=O (10-(1-H-Imidazol-1-yl)-9-anthracencarbaldehyde). As a reaction SMILES: Cl[C:2]1[C:15]2[C:10](=[CH:11][CH:12]=[CH:13][CH:14]=2)[C:9]([CH:16]=[O:17])=[C:8]2[C:3]=1[CH:4]=[CH:5][CH:6]=[CH:7]2.[NH:18]1[CH:22]=[CH:21][N:20]=[CH:19]1.[OH-].[Na+]>CN(C=O)C>[N:18]1([C:2]2[C:15]3[C:10](=[CH:11][CH:12]=[CH:13][CH:14]=3)[C:9]([CH:16]=[O:17])=[C:8]3[C:3]=2[CH:4]=[CH:5][CH:6]=[CH:7]3)[CH:22]=[CH:21][N:20]=[CH:19]1 |f:2.3|. Procedure: A solution of 10-chloro-9-anthraldehyde (Aldrich, 15 g, 0.062 mol), imidazole (Aldrich, 10.2 g, 0.15 mmol) and DMF (300 mL) was warmed to 55° and treated with KotBu (MCB, 7.0 g, 0.07 mol) and stirred for 30 min. The reaction mixture was poured into 0.1N NaOH (1.5 L). The precipitate was filtered and then chromatographed on a plug of SiO2 (500 g) using CH2Cl2 (3 L) as the initial eluting solvent to remove starting material and byproducts. The yellow product band was then eluted with EtOAc (2 L) t... Starting materials: C1C(CCN2CCCCC12)COC(=O)C1=CNC2=CC=CC=C12 (quinolizidin-2-ylmethylindole-3-carboxylate), C([O-])([O-])=O.[K+].[K+] (potassium carbonate), BrCC(C)=O (bromoacetone), C(=O)([O-])[O-].[Na+].[Na+] (Na2CO3). Run in CC(=O)C (acetone). Conditions: time 3 day. Yields the product C(C)(=O)CN1C=C(C2=CC=CC=C12)C(=O)OCC1CC2CCCCN2CC1 (Quinolizidin-2-ylmethyl 1-acetylmethylindole-3-carboxylate). The yield is 4.0%. RXN SMILES: [CH2:1]1[CH:10]2[N:5]([CH2:6][CH2:7][CH2:8][CH2:9]2)[CH2:4][CH2:3][CH:2]1[CH2:11][O:12][C:13]([C:15]1[C:23]2[C:18](=[CH:19][CH:20]=[CH:21][CH:22]=2)[NH:17][CH:16]=1)=[O:14].C(=O)([O-])[O-].[K+].[K+].Br[CH2:31][C:32](=[O:34])[CH3:33].C([O-])([O-])=O.[Na+].[Na+]>CC(C)=O>[C:32]([CH2:33][N:17]1[C:18]2[C:23](=[CH:22][CH:21]=[CH:20][CH:19]=2)[C:15]([C:13]([O:12][CH2:11][CH:2]2[CH2:3][CH2:4][N:5]3[CH:10]([CH2:9][CH2:8][CH2:7][CH2:6]3)[CH2:1]2)=[O:14])=[CH:16]1)(=[O:34])[CH3:31] |f:1.2.3,5.6.7|. Procedure: A stirred solution of eq-quinolizidin-2-ylmethylindole-3-carboxylate (E9b) (300 mg, 0.96 mmol) in acetone (10 ml) was treated with anhydrous potassium carbonate (270 mg, 2 mmole) and bromoacetone (150 mg, 1.1 mmole) and kept at room temperature for 3 days. The mixture was treated with 10% Na2CO3 solution (10 ml) and extracted with ethyl acetate (2×25 ml). The combined extracts were dried (Na2SO4), concentrated in vacuo and the residue chromatographed on silica gel eluting with ethyl acetate/meth...